Dataset: the Open Reaction Database (ORD), a public repository of structured organic reaction records. Task: describe an organic reaction: reactants, conditions, products, and yield Reactants: CN(CCCON=C1C=2C(=NC(=NC2CC(C1)C1=C(C=CC(=C1)F)C1=CC=CC=C1)N)C)C (2-amino-7-(4-fluoro-biphenyl-2-yl)-4-methyl-7,8-dihydro-6H-quinazolin-5-one O-(3-dimethylamino-propyl)-oxime), NC1=NC=2CC(CC(C2C(=N1)C)=NO)C1=C(C=CC=C1)C1=CC=CC=C1 (2-amino-7-biphenyl-2-yl-4-methyl-7,8-dihydro-6H-quinazolin-5-one oxime), compound 66, Cl.Cl.ClCCCN1CCNCC1 (1-(3-chloro-propyl)-piperazine dihydrochloride), [H-].[Na+] (sodium hydride), CN(CCCON=C1C=2C(=NC(=NC2CC(C1)C1=C(C=CC(=C1)F)C1=CC=CC=C1)N)C)C (2-amino-7-(4-fluoro-biphenyl-2-yl)-4-methyl-7,8-dihydro-6H-quinazolin-5-one O-(3-dimethylamino-propyl)-oxime). The solvent is O (water). Yields the product N1(CCNCC1)CCCON=C1C=2C(=NC(=NC2CC(C1)C1=C(C=CC=C1)C1=CC=CC=C1)N)C (2-Amino-7-biphenyl-2-yl-4-methyl-7,8-dihydro-6H-quinazolin-5-one O-(3-piperazin-1-yl-propyl)-oxime). RXN SMILES: [NH2:1][C:2]1[N:11]=[C:10]([CH3:12])[C:9]2[C:8](=[N:13][OH:14])[CH2:7][CH:6]([C:15]3[CH:20]=[CH:19][CH:18]=[CH:17][C:16]=3[C:21]3[CH:26]=[CH:25][CH:24]=[CH:23][CH:22]=3)[CH2:5][C:4]=2[N:3]=1.Cl.Cl.Cl[CH2:30][CH2:31][CH2:32][N:33]1[CH2:38][CH2:37][NH:36][CH2:35][CH2:34]1.[H-].[Na+].CN(C)CCCON=C1CC(C2C=C(F)C=CC=2C2C=CC=CC=2)CC2N=C(N)N=C(C)C1=2>O>[N:33]1([CH2:32][CH2:31][CH2:30][O:14][N:13]=[C:8]2[CH2:7][CH:6]([C:15]3[CH:20]=[CH:19][CH:18]=[CH:17][C:16]=3[C:21]3[CH:26]=[CH:25][CH:24]=[CH:23][CH:22]=3)[CH2:5][C:4]3[N:3]=[C:2]([NH2:1])[N:11]=[C:10]([CH3:12])[C:9]2=3)[CH2:38][CH2:37][NH:36][CH2:35][CH2:34]1 |f:1.2.3,4.5|. Reported procedure: The title compound was prepared from 2-amino-7-biphenyl-2-yl-4-methyl-7,8-dihydro-6H-quinazolin-5-one oxime, compound 66, (100 mg, 0.290 mmol), 1-(3-chloro-propyl)-piperazine dihydrochloride (82 mg, 0.350 mmol) and sodium hydride (60% dispersion in oil) (18 mg, 465 mmol), following the same procedure used for 2-amino-7-(4-fluoro-biphenyl-2-yl)-4-methyl-7,8-dihydro-6H-quinazolin-5-one O-(3-dimethylamino-propyl)-oxime (compound 88), except after addition of water the solvent was removed under redu... Reactants: Cl (hydrochloric acid), C(C)NC(=O)CC1=CC=2CC3=C(NC(C=4N3C=C(N4)C(=O)OCC)=O)C2C=C1 (ethyl 8-(N-ethylaminocarbonylmethyl)-4,5-dihydro-4-oxo-10H-imidazo[1,2-a]indeno[1,2-e]pyrazin-2-carboxylate), O1CCOCC1 (dioxane), [OH-].[Na+] (sodium hydroxide). Solvent: O (water). Reaction conditions: temperature 20 celsius, time 8 hour. The product is C(C)NC(=O)CC1=CC=2CC3=C(NC(C=4N3C=C(N4)C(=O)O)=O)C2C=C1 (8-(N-ethylaminocarbonylmethyl)-4,5-dihydro-4-oxo-10-H imidazo[1,2-a]indeno[1,2-e]pyrazin-2-carboxylic acid). Yield: 88.3%. Reaction SMILES: [CH2:1]([NH:3][C:4]([CH2:6][C:7]1[CH:28]=[CH:27][C:26]2[C:12]3[NH:13][C:14](=[O:25])[C:15]4[N:16]([CH:17]=[C:18]([C:20]([O:22]CC)=[O:21])[N:19]=4)[C:11]=3[CH2:10][C:9]=2[CH:8]=1)=[O:5])[CH3:2].O1CCOCC1.[OH-].[Na+].Cl>O>[CH2:1]([NH:3][C:4]([CH2:6][C:7]1[CH:28]=[CH:27][C:26]2[C:12]3[NH:13][C:14](=[O:25])[C:15]4[N:16]([CH:17]=[C:18]([C:20]([OH:22])=[O:21])[N:19]=4)[C:11]=3[CH2:10][C:9]=2[CH:8]=1)=[O:5])[CH3:2] |f:2.3|. Reported procedure: A mixture of 850 mg of ethyl 8-(N-ethylaminocarbonylmethyl)-4,5-dihydro-4-oxo-10H-imidazo[1,2-a]indeno[1,2-e]pyrazin-2-carboxylate, 10 ml of dioxane, 40 ml of distilled water and 5.8 ml of 1N sodium hydroxide solution is stirred under a stream of argon at a temperature in the region of 20° C. overnight. The reaction mixture is cooled to a temperature in the region of 0° C. and neutralized with 5.8 ml of 1N hydrochloric acid. The precipitate obtained is filtered, washed with distilled water a num... Reactants: polyester, OC1=CC=C(C=C1)C(C)(C1=CC=CC=C1)C1=CC=C(C=C1)O (1,1-bis-(4-hydroxy-phenyl)-1-phenyl-ethane), C(C1=CC(C(=O)Cl)=CC=C1)(=O)Cl (isophthaloyl chloride). Yields the product C1=CC=C(C(=C1)C2=CC(=CC=C2)O)O (diphenol), polyester. Reaction SMILES: OC1C=CC([C:8]([C:16]2[CH:21]=[CH:20][C:19]([OH:22])=[CH:18]C=2)([C:10]2[CH:15]=[CH:14][CH:13]=[CH:12][CH:11]=2)C)=CC=1.C(Cl)(=O)C1C=CC=C(C(Cl)=[O:28])C=1>>[CH:12]1[CH:11]=[C:10]([C:8]2[CH:16]=[CH:21][CH:20]=[C:19]([OH:22])[CH:18]=2)[C:15]([OH:28])=[CH:14][CH:13]=1. Procedure details: A polyester of 1,1-bis-(4-hydroxy-phenyl)-1-phenyl-ethane (diphenol B) and an equimolar mixture of isophthaloyl chloride and terephthaloychloride were reacted in a two-phase boundary surface to form a diphenol B polyester with an η inh.=0.76 dl/g. 1.9 kg of the said polyester were dissolved in 8.1 mg of 1,2-dichloroethane to obtain 10 kg of a spinning solution with a FB viscosity of 63 s/400 mm. The spinning procedure of Example 1 was repeated with the spinning solution to obtain individual fibe... The reactants are Cl (hydrochloric acid), C1(=CC=CC=C1)N1N=C(C=C1NS(=O)(=O)C1=CC=CC=C1)C(=O)OCC (ethyl 1-phenyl-5-[(phenylsulfonyl)amino]-1H-pyrazole-3-carboxylate), solution, [H-].C(C(C)C)[Al+]CC(C)C (diisobutylaluminum hydride). The solvent is O1CCCC1 (tetrahydrofuran), C1(=CC=CC=C1)C (toluene). Run at temperature 0 celsius, time 1 hour. Product: OCC1=NN(C(=C1)NS(=O)(=O)C1=CC=CC=C1)C1=CC=CC=C1 (N-[3-(hydroxymethyl)-1-phenyl-1H-pyrazol-5-yl]benzenesulfonamide). Isolated yield 96.0%. As a reaction SMILES: [C:1]1([N:7]2[C:11]([NH:12][S:13]([C:16]3[CH:21]=[CH:20][CH:19]=[CH:18][CH:17]=3)(=[O:15])=[O:14])=[CH:10][C:9]([C:22](OCC)=[O:23])=[N:8]2)[CH:6]=[CH:5][CH:4]=[CH:3][CH:2]=1.[H-].C([Al+]CC(C)C)C(C)C.Cl>O1CCCC1.C1(C)C=CC=CC=1>[OH:23][CH2:22][C:9]1[CH:10]=[C:11]([NH:12][S:13]([C:16]2[CH:21]=[CH:20][CH:19]=[CH:18][CH:17]=2)(=[O:15])=[O:14])[N:7]([C:1]2[CH:6]=[CH:5][CH:4]=[CH:3][CH:2]=2)[N:8]=1 |f:1.2|. Procedure: A solution of ethyl 1-phenyl-5-[(phenylsulfonyl)amino]-1H-pyrazole-3-carboxylate (445 mg) in tetrahydrofuran (10 mL) was cooled to −78° C., and a 1.5 mol/L solution (4 mL) of diisobutylaluminum hydride in toluene was added dropwise. After stirring at 0° C. for 1 hr, the mixture was treated with 1 mol/L hydrochloric acid, and extracted with ethyl acetate. The aqueous layer was extracted with ethyl acetate again, and the combined extracts were washed with 1.0 mol/L hydrochloric acid, water and sat... Reactants: C(=C)[Mg]Cl (vinyl magnesium chloride), ClC=1C(=C(C=O)C=CC1)O (3-chloro-2-hydroxybenzaldehyde), [Cl-].[NH4+] (ammonium chloride). The solvent is C1CCOC1 (THF), C1CCOC1 (THF). Run at time 40 minute. Product: ClC1=C(C(=CC=C1)C(C=C)O)O (2-chloro-6-(1-hydroxy-2-propenyl)phenol). Reaction SMILES: [Cl:1][C:2]1[C:3]([OH:10])=[C:4]([CH:7]=[CH:8][CH:9]=1)[CH:5]=[O:6].[CH:11]([Mg]Cl)=[CH2:12].[Cl-].[NH4+]>C1COCC1>[Cl:1][C:2]1[CH:9]=[CH:8][CH:7]=[C:4]([CH:5]([OH:6])[CH:11]=[CH2:12])[C:3]=1[OH:10] |f:2.3|. Procedure: After a solution of 3-chloro-2-hydroxybenzaldehyde (15.4 g, 98 mmol) in THF (100 ml) was cooled to 0° C., a solution of vinyl magnesium chloride in THF (1.9M, 126 ml, 240 mmol) was added thereto over 40 minutes. The mixture was gradually warmed to room temperature and stirred at room temperature for 14 hours. The mixture was cooled to 0° C. and a 20% aqueous ammonium chloride solution (200 ml) was added thereto at 0° C. The mixture was extracted with ethyl acetate. The organic layer was combined...